From a dataset of the Open Reaction Database (ORD), a public repository of structured organic reaction records. describe an organic reaction: reactants, conditions, products, and yield Starting materials: O=C(O)C(F)(F)F, CC(C)(C)OC(=O)C1CC(CC(=O)Nc2ccccc2)c2c(Cl)cc(Cl)cc2N1. Yields the product O=C(CC1CC(C(=O)O)Nc2cc(Cl)cc(Cl)c21)Nc1ccccc1. RXN SMILES: [OH:30][C:31]([C:32]([F:33])([F:34])[F:35])=[O:36].[c:1]1([NH:7][C:8](=[O:9])[CH2:10][CH:11]2[CH2:12][CH:13]([C:23](=[O:24])[O:25][C:26]([CH3:27])([CH3:28])[CH3:29])[NH:14][c:15]3[cH:16][c:17]([Cl:22])[cH:18][c:19]([Cl:21])[c:20]32)[cH:2][cH:3][cH:4][cH:5][cH:6]1>>[c:1]1([NH:7][C:8](=[O:9])[CH2:10][CH:11]2[CH2:12][CH:13]([C:23](=[O:24])[OH:25])[NH:14][c:15]3[cH:16][c:17]([Cl:22])[cH:18][c:19]([Cl:21])[c:20]32)[cH:2][cH:3][cH:4][cH:5][cH:6]1. Reactants: C(C1=CC=CC=C1)OC1=C(C=C(C=C1)CC(C)N(C)C(=O)OCC1=CC=CC=C1)C(C)(C)C (2-(4-benzyloxy-3-tert-butylphenyl)-N-benzyloxycarbonyl-N-methyl-1-methylethylamine), [H][H] (hydrogen). Reagents/catalysts: [OH-].[OH-].[Pd+2] (palladium hydroxide/carbon). The solvent is CO (methanol). The product is C(C)(C)(C)C=1C=C(C=CC1O)CC(C)NC (2-(3-tert-butyl-4-hydroxyphenyl)-N-methyl-1-methylethylamine). Yield: 99.6%. Reaction SMILES: C([O:8][C:9]1[CH:14]=[CH:13][C:12]([CH2:15][CH:16]([N:18](C(OCC2C=CC=CC=2)=O)[CH3:19])[CH3:17])=[CH:11][C:10]=1[C:30]([CH3:33])([CH3:32])[CH3:31])C1C=CC=CC=1.[H][H]>[OH-].[OH-].[Pd+2].CO>[C:30]([C:10]1[CH:11]=[C:12]([CH2:15][CH:16]([NH:18][CH3:19])[CH3:17])[CH:13]=[CH:14][C:9]=1[OH:8])([CH3:32])([CH3:31])[CH3:33] |f:2.3.4|. Procedure: A suspension of 2-(4-benzyloxy-3-tert-butylphenyl)-N-benzyloxycarbonyl-N-methyl-1-methylethylamine (3.30 g, 7.35 mmol) and 20% palladium hydroxide/carbon catalyst (350 mg) in methanol (100 ml) was stirred in a hydrogen atmosphere for 1.5 hours. The mixture was filtered to remove the catalyst and the filtrate was evaporated to remove the solvent under reduced pressure, giving 2-(3-tert-butyl-4-hydroxyphenyl)-N-methyl-1-methylethylamine (T20) (1.62 g, 100%). The reactants are C(C)(=O)OC(C)=O (acetic anhydride), Br (hydrogen bromide), azlactone, C(=O)(OCC1=CC=CC=C1)NCC(=O)NC(=CC1=CC=CC=C1)C(=O)O (N-carbobenzoxyglycyldehydrophenylalanine). Run in C(C)(=O)O (acetic acid). Conditions: time 30 minute. Product: Br.NCC(=O)NC(=CC1=CC=CC=C1)C(=O)O (glycyldehydrophenylalanine hydrobromide). Yield: 91.0%. As a reaction SMILES: C(OC(=O)C)(=O)C.[BrH:8].C([NH:19][CH2:20][C:21]([NH:23][C:24]([C:32]([OH:34])=[O:33])=[CH:25][C:26]1[CH:31]=[CH:30][CH:29]=[CH:28][CH:27]=1)=[O:22])(OCC1C=CC=CC=1)=O>C(O)(=O)C>[BrH:8].[NH2:19][CH2:20][C:21]([NH:23][C:24]([C:32]([OH:34])=[O:33])=[CH:25][C:26]1[CH:27]=[CH:28][CH:29]=[CH:30][CH:31]=1)=[O:22] |f:4.5|. Procedure: 0.2 g (0.002 mole) of acetic anhydride was added to 3 ml of 32% hydrogen bromide in acetic acid, and the resulting mixture was allowed to stand at room temperature for 30 minutes. Thereto, 0.336 g (0.001 mole) of the azlactone of N-carbobenzoxyglycyldehydrophenylalanine was added and the resulting solution was stirred at room temperature. After 30 minutes, glyclydehydrophenylalanine hydrobromid precipitated. It was filtered and washed with anhydrous ether. Recrystallization from methanol-ethyl a... The reactants are C1(=CC=CC=C1)C1(CCNCC1)CNC(=O)C1=C(C=CC=C1)OC (4-phenyl-4-(3-(2-methoxyphenyl)-3-oxo-2-azaprop-1-yl)piperidine), N1=CC=CC=C1 (pyridine), C(C1=CC=CC=C1)(=O)Cl (benzoyl chloride). Run in C(Cl)Cl (methylene chloride), C(Cl)Cl (methylene chloride). Product: C(C1=CC=CC=C1)(=O)N1CCC(CC1)(CNC(=O)C1=C(C=CC=C1)OC)C1=CC=CC=C1 (1-N-Benzoyl-4-phenyl-4-(3-(2-methoxyphenyl)-3-oxo-2-azaprop-1-yl)piperidine). Reaction SMILES: [C:1]1([C:7]2([CH2:13][NH:14][C:15]([C:17]3[CH:22]=[CH:21][CH:20]=[CH:19][C:18]=3[O:23][CH3:24])=[O:16])[CH2:12][CH2:11][NH:10][CH2:9][CH2:8]2)[CH:6]=[CH:5][CH:4]=[CH:3][CH:2]=1.N1C=CC=CC=1.[C:31](Cl)(=[O:38])[C:32]1[CH:37]=[CH:36][CH:35]=[CH:34][CH:33]=1>C(Cl)Cl>[C:31]([N:10]1[CH2:9][CH2:8][C:7]([C:1]2[CH:2]=[CH:3][CH:4]=[CH:5][CH:6]=2)([CH2:13][NH:14][C:15]([C:17]2[CH:22]=[CH:21][CH:20]=[CH:19][C:18]=2[O:23][CH3:24])=[O:16])[CH2:12][CH2:11]1)(=[O:38])[C:32]1[CH:37]=[CH:36][CH:35]=[CH:34][CH:33]=1. Procedure: A solution of 0.083 g (0.255 mmol) of 4-phenyl-4-(3-(2-methoxyphenyl)-3-oxo-2-azaprop-1-yl)piperidine (Example 2), 0.083 mL (1 mmol) of pyridine and 0.12 mL (1 mmol) of benzoyl chloride in 2 mL of methylene chloride was mixed for 18 hr. The reaction was diluted with methylene chloride and washed with saturated NaHCO3. The organic fraction was dried over MgSO4 and the filtrate was concentrated. The residue was purified by chromatography (silica, ethyl acetate) to give the title compound. Reactants: ClC1=NC(=CC2=C1C=CN2CC)Cl (4,6-dichloro-1-ethyl-1H-pyrrolo[3,2-c]pyridine), [OH-].[Na+] (sodium hydroxide), Cl (hydrochloric acid). The solvent is O1CCOCC1 (1,4-dioxane). Reaction conditions: temperature 160 celsius. The product is ClC1=CC2=C(C(N1)=O)C=CN2CC (6-chloro-1-ethyl-1,5-dihydro-pyrrolo[3,2-c]pyridine-4-one). Isolated yield 32.8%. RXN SMILES: Cl[C:2]1[C:7]2[CH:8]=[CH:9][N:10]([CH2:11][CH3:12])[C:6]=2[CH:5]=[C:4]([Cl:13])[N:3]=1.[OH-:14].[Na+].Cl>O1CCOCC1>[Cl:13][C:4]1[NH:3][C:2](=[O:14])[C:7]2[CH:8]=[CH:9][N:10]([CH2:11][CH3:12])[C:6]=2[CH:5]=1 |f:1.2|. Procedure details: A microwave reaction vial was charged with 4,6-dichloro-1-ethyl-1H-pyrrolo[3,2-c]pyridine (200 mg, 0.930 mmol), a 2M aqueous sodium hydroxide solution (10 mL) and 1,4-dioxane (3 mL). The vial was sealed and then heated in the microwave at 160° C. for 30 min. At this time, the resulting mixture was acidified to pH 6.5 with a 4M aqueous hydrochloric acid solution and then concentrated in vacuo. The residue was diluted with ethanol. The solids were removed by filtration, and the filtrate was concen... The reactants are COC(=O)CC(C)(c1ccc(O)c(C(C)(C)C)c1)c1ccc(O)c(C(C)(C)C)c1, CCO, Cl, [Na+], [OH-]. Product: CC(C)(C)c1cc(C(C)(CC(=O)O)c2ccc(O)c(C(C)(C)C)c2)ccc1O. RXN SMILES: [CH3:1][O:2][C:3]([CH2:4][C:5]([CH3:6])([c:7]1[cH:8][c:9]([C:14]([CH3:15])([CH3:16])[CH3:17])[c:10]([OH:13])[cH:11][cH:12]1)[c:18]1[cH:19][c:20]([C:25]([CH3:26])([CH3:27])[CH3:28])[c:21]([OH:24])[cH:22][cH:23]1)=[O:29].[CH3:33][CH2:34][OH:35].[ClH:32].[Na+:31].[OH-:30]>>[O:2]=[C:3]([CH2:4][C:5]([CH3:6])([c:7]1[cH:8][c:9]([C:14]([CH3:15])([CH3:16])[CH3:17])[c:10]([OH:13])[cH:11][cH:12]1)[c:18]1[cH:19][c:20]([C:25]([CH3:26])([CH3:27])[CH3:28])[c:21]([OH:24])[cH:22][cH:23]1)[OH:29]. Reactants: O=C([O-])[O-], CCOC(=O)C1CC(O)CN1, ClC(Cl)Cl, Cl, [K+], [K+], CCOS(=O)(=O)OCC. The product is CCOC(=O)C1CC(O)CN1CC. RXN SMILES: [C:13](=[O:14])([O-:15])[O-:16].[CH2:2]([CH3:3])[O:4][C:5](=[O:6])[CH:7]1[NH:8][CH2:9][CH:10]([OH:12])[CH2:11]1.[CH:28]([Cl:29])([Cl:30])[Cl:31].[ClH:1].[K+:17].[K+:18].[S:19]([O:20][CH2:21][CH3:22])([O:25][CH2:23][CH3:24])(=[O:26])=[O:27]>>[CH2:2]([CH3:3])[O:4][C:5](=[O:6])[CH:7]1[N:8]([CH2:23][CH3:24])[CH2:9][CH:10]([OH:12])[CH2:11]1. Reactants: OC1=CC=C(C=C1)CCC(=O)O (3-(4-hydroxyphenyl)propanoic acid), C(O)([O-])=O.[Na+] (sodium hydrogen carbonate). Reagents/catalysts: S(O)(O)(=O)=O (sulfuric acid). The solvent is CO (methanol). Reaction conditions: time 16 hour. Product: OC1=CC=C(C=C1)CCC(=O)OC (methyl 3-(4-hydroxyphenyl)propanoate). Yield: 92.0%. Reaction SMILES: [OH:1][C:2]1[CH:7]=[CH:6][C:5]([CH2:8][CH2:9][C:10]([OH:12])=[O:11])=[CH:4][CH:3]=1.[C:13](=O)([O-])O.[Na+]>CO.S(=O)(=O)(O)O>[OH:1][C:2]1[CH:3]=[CH:4][C:5]([CH2:8][CH2:9][C:10]([O:12][CH3:13])=[O:11])=[CH:6][CH:7]=1 |f:1.2|. Procedure details: 15 g (0.09 mol, 1 eq) of 3-(4-hydroxyphenyl)propanoic acid are dissolved in 50 ml of methanol and 4 drops of sulfuric acid are added. The reaction mixture is stirred for 16 hours at room temperature. The reaction is stopped by addition of 50 mL of saturated sodium hydrogen carbonate solution and then extracted with ethyl acetate. The organic phases are combined and dried over sodium sulfate. The solvents are evaporated off and the residue is then chromatographed on silica gel (70/30 heptane/ethy...